This data is from the Open Reaction Database (ORD), a public repository of structured organic reaction records. The task is: describe an organic reaction: reactants, conditions, products, and yield The reactants are FC(C(=O)O)(F)F (trifluoroacetic acid), C(C)(=O)N1CC(CCC1)(CC1=CC=C(C=C1)OCCCNC1=NC=CC=C1)CC(=O)OCC (Ethyl (1-acetyl-3-{4-[3-(pyridin-2-ylamino)propoxy]benzyl}piperidin-3-yl)acetate), C(=O)(C(F)(F)F)O (CF3COOH). The solvent is [OH-].[Na+] (sodium hydroxide), CO (methanol). Run at time 18 hour. Yields the product C(C)(=O)N1CC(CCC1)(CC1=CC=C(C=C1)OCCCNC1=NC=CC=C1)CC(=O)O ((1-acetyl-3-{4-[3-(pyridin-2-ylamino)propoxy]benzyl}piperidin-3-yl)acetic Acid). As a reaction SMILES: [C:1]([N:4]1[CH2:9][CH2:8][CH2:7][C:6]([CH2:28][C:29]([O:31]CC)=[O:30])([CH2:10][C:11]2[CH:16]=[CH:15][C:14]([O:17][CH2:18][CH2:19][CH2:20][NH:21][C:22]3[CH:27]=[CH:26][CH:25]=[CH:24][N:23]=3)=[CH:13][CH:12]=2)[CH2:5]1)(=[O:3])[CH3:2].FC(F)(F)C(O)=O>CO.[OH-].[Na+]>[C:1]([N:4]1[CH2:9][CH2:8][CH2:7][C:6]([CH2:28][C:29]([OH:31])=[O:30])([CH2:10][C:11]2[CH:16]=[CH:15][C:14]([O:17][CH2:18][CH2:19][CH2:20][NH:21][C:22]3[CH:27]=[CH:26][CH:25]=[CH:24][N:23]=3)=[CH:13][CH:12]=2)[CH2:5]1)(=[O:3])[CH3:2] |f:3.4|. Procedure: The product from STEP 10 (125 mg) was dissolved in 10 ml methanol and 10 ml 1N sodium hydroxide solution. The reaction was stirred at room temperature for 18 h, then acidified with trifluoroacetic acid (0.77 ml), and concentrated. The residue was purified on reverse phase HPLC using acetonitrile gradient 10-50% in 30 min to yield 90.7 mg. MS: (M+1)=426.2. 1H NMR (CD3CN) δ1.39-1.76 (cmplx bnd, 4H); 2.15, 2.07 (s, 3H); 2.12 (p, 2H); 2.14, 2.10 (d, 1IH); 2.17, 2.28 (d, 1H); 2.68, 2.75 (d, 1H); 2.73... Starting materials: CONS(C)(=O)=O, Clc1ccccc1, O=C=NS(=O)(=O)Cl. The product is CON(S(C)(=O)=O)S(=O)(=O)N=C=O. Reaction SMILES: [CH3:1][O:2][NH:3][S:4](=[O:5])(=[O:6])[CH3:7].[Cl:15][c:16]1[cH:17][cH:18][cH:19][cH:20][cH:21]1.[Cl:8][S:9](=[O:10])(=[O:11])[N:12]=[C:13]=[O:14]>>[CH3:1][O:2][N:3]([S:4](=[O:5])(=[O:6])[CH3:7])[S:9](=[O:10])(=[O:11])[N:12]=[C:13]=[O:14]. Reactants: C(C)OC(=O)C1=C2CC3C(CCC4C=5C=CC(=CC5CCC34)OCC3=CC=CC=C3)(C2=NN1)C (2-Benzyloxy-6a-methyl-4b,5,6,6a,8,10,10a,10b,11,12-decahydro-7,8diaza-pentaleno[2,1-a]phenanthrene-9-carboxylic acid ethyl ester), [H-].[H-].[H-].[H-].[Li+].[Al+3] (LiAlH4), O (water). Run in C1CCOC1 (THF). Reaction conditions: time 30 minute. Product: C(C1=CC=CC=C1)OC=1C=CC=2C3CCC4(C(C3CCC2C1)CC1=C(NN=C14)CO)C ((2-Benzyloxy-6a-methyl-4b,5,6,6a,8,10,10a,10b,11,12-decahydro-7,8-diaza-pentaleno[2,1-a]phenanthren-9-yl)-methanol). As a reaction SMILES: C([O:3][C:4]([C:6]1[NH:33][N:32]=[C:31]2[C:7]=1[CH2:8][CH:9]1[CH:22]3[CH:13]([C:14]4[CH:15]=[CH:16][C:17]([O:23][CH2:24][C:25]5[CH:30]=[CH:29][CH:28]=[CH:27][CH:26]=5)=[CH:18][C:19]=4[CH2:20][CH2:21]3)[CH2:12][CH2:11][C:10]12[CH3:34])=O)C.[H-].[H-].[H-].[H-].[Li+].[Al+3].O>C1COCC1>[CH2:24]([O:23][C:17]1[CH:16]=[CH:15][C:14]2[CH:13]3[CH:22]([CH2:21][CH2:20][C:19]=2[CH:18]=1)[CH:9]1[CH2:8][C:7]2[C:31]([C:10]1([CH3:34])[CH2:11][CH2:12]3)=[N:32][NH:33][C:6]=2[CH2:4][OH:3])[C:25]1[CH:30]=[CH:29][CH:28]=[CH:27][CH:26]=1 |f:1.2.3.4.5.6|. Procedure: 2-Benzyloxy-6a-methyl-4b,5,6,6a,8,10,10a,10b,11,12-decahydro-7,8diaza-pentaleno[2,1-a]phenanthrene-9-carboxylic acid ethyl ester (457 mg, 1.0 mmol, CAB03049) was added to a suspension of LiAlH4 (100 mg) in THF (20 mL). The mixture was stirred for 30 minutes at room temperature, then water (1 mL) was added (to destroy the excess of LiAlH4). Stirring was continued for 1 hour (light yellowgreen suspension), acetic acid (0.5 mL) was added, the inorganic solids were filtered of and washed carefully w... Yields the product COCC1=CC2=C(OC=C2)C=C1 (5-Methoxymethylbenzo[b]furan). As a reaction SMILES: [OH-].[K+].[OH:3][CH2:4][C:5]1[CH:13]=[CH:12][C:8]2[O:9][CH:10]=[CH:11][C:7]=2[CH:6]=1.[CH3:14]I>CS(C)=O>[CH3:14][O:3][CH2:4][C:5]1[CH:13]=[CH:12][C:8]2[O:9][CH:10]=[CH:11][C:7]=2[CH:6]=1 |f:0.1|. Solvent: CS(=O)C (dimethylsulfoxide), CS(=O)C (dimethylsulfoxide). Procedure details: To a stirred mixture of powdered KOH in dimethylsulfoxide is added 5-hydroxymethylbenzo[b]furan in dimethylsulfoxide. Then methyl iodide is added dropwise at ambient temperature over several minutes to provide the title compound. Starting materials: OCC1=CC2=C(OC=C2)C=C1 (5-hydroxymethylbenzo[b]furan), [OH-].[K+] (KOH), CI (methyl iodide). The reactants are CCOC(=O)Cc1cc([N+](=O)[O-])cc2ccccc12, CCO. The product is CCOC(=O)Cc1cc(N)cc2ccccc12. Reaction SMILES: [CH2:1]([CH3:2])[O:3][C:4]([CH2:5][c:6]1[cH:7][c:8]([N+:16]([O-:17])=[O:18])[cH:9][c:10]2[cH:11][cH:12][cH:13][cH:14][c:15]12)=[O:19].[CH3:20][CH2:21][OH:22]>>[CH2:1]([CH3:2])[O:3][C:4]([CH2:5][c:6]1[cH:7][c:8]([NH2:16])[cH:9][c:10]2[cH:11][cH:12][cH:13][cH:14][c:15]12)=[O:19].